From a dataset of the Open Reaction Database (ORD), a public repository of structured organic reaction records. describe an organic reaction: reactants, conditions, products, and yield The reactants are [OH-].[Na+] (sodium hydroxide), [H-].[Al+3].[Li+].[H-].[H-].[H-] (lithium aluminum hydride), COC=1C=CC2=C(C(NCCC2)=O)C1 (8-methoxy-2,3,4,5-tetrahydrobenz[c]azepin-1-one). The solvent is O1CCCC1 (tetrahydrofuran), O1CCOCC1 (1,4-dioxane). Run at time 1 hour. Product: COC=1C=CC2=C(CNCCC2)C1 (8-Methoxy-2,3,4,5-tetrahydro-1H-benz[c]azepine). The yield is 98.9%. Reaction SMILES: [H-].[Al+3].[Li+].[H-].[H-].[H-].[CH3:7][O:8][C:9]1[CH:10]=[CH:11][C:12]2[CH2:18][CH2:17][CH2:16][NH:15][C:14](=O)[C:13]=2[CH:20]=1.[OH-].[Na+]>O1CCCC1.O1CCOCC1>[CH3:7][O:8][C:9]1[CH:10]=[CH:11][C:12]2[CH2:18][CH2:17][CH2:16][NH:15][CH2:14][C:13]=2[CH:20]=1 |f:0.1.2.3.4.5,7.8|. Reported procedure: To a solution of lithium aluminum hydride (3.07 g) in tetrahydrofuran (60 ml) was dropwise added a solution of 8-methoxy-2,3,4,5-tetrahydrobenz[c]azepin-1-one (4.42 g) in 1,4-dioxane (30 ml) with ice-cooling and the mixture was refluxed for 20 hours. After completion of the reaction, 20% aqueous sodium hydroxide solution was added dropwise with ice-cooling, and the mixture was stirred at room temperature for 1 hour. After completion of the reaction, the reaction mixture was filtrated, and the so... RXN SMILES: [CH3:27][CH2:28][OH:29].[N+:1]([O-:2])(=[O:3])[c:4]1[cH:5][cH:6][c:7]([CH2:8][c:9]2[cH:10][c:11]([C:15]([F:16])([F:17])[F:18])[n:12][cH:13][cH:14]2)[cH:19][cH:20]1.[cH:21]1[cH:22][cH:23][n:24][cH:25][cH:26]1>>[NH2:1][c:4]1[cH:5][cH:6][c:7]([CH2:8][c:9]2[cH:10][c:11]([C:15]([F:16])([F:17])[F:18])[n:12][cH:13][cH:14]2)[cH:19][cH:20]1. Starting materials: CCO, O=[N+]([O-])c1ccc(Cc2ccnc(C(F)(F)F)c2)cc1, c1ccncc1. Product: Nc1ccc(Cc2ccnc(C(F)(F)F)c2)cc1. Reactants: N1=C(C=CC=C1)C(=O)C1=C(C=CC=C1)N=NC(C(=O)OCC)N (ethyl [2-(2-pyridinecarbonyl)phenyl]azo-aminoacetate), C([O-])([O-])=O.[K+].[K+] (potassium carbonate), ClCC(=O)Cl (chloroacetyl chloride). Solvent: C1=CC=CC=C1 (benzene). Conditions: time 30 minute. Product: N1=C(C=CC=C1)C(=O)C1=C(C=CC=C1)N=NC(C(=O)OCC)NC(CCl)=O (ethyl [2-(2-pyridinecarbonyl)phenyl]azo-(2-chloroacetamido)-acetate). Reaction SMILES: [N:1]1[CH:6]=[CH:5][CH:4]=[CH:3][C:2]=1[C:7]([C:9]1[CH:14]=[CH:13][CH:12]=[CH:11][C:10]=1[N:15]=[N:16][CH:17]([NH2:23])[C:18]([O:20][CH2:21][CH3:22])=[O:19])=[O:8].C(=O)([O-])[O-].[K+].[K+].[Cl:30][CH2:31][C:32](Cl)=[O:33]>C1C=CC=CC=1>[N:1]1[CH:6]=[CH:5][CH:4]=[CH:3][C:2]=1[C:7]([C:9]1[CH:14]=[CH:13][CH:12]=[CH:11][C:10]=1[N:15]=[N:16][CH:17]([NH:23][C:32](=[O:33])[CH2:31][Cl:30])[C:18]([O:20][CH2:21][CH3:22])=[O:19])=[O:8] |f:1.2.3|. Procedure: To a solution of 12.5 g. of ethyl [2-(2-pyridinecarbonyl)phenyl]azo-aminoacetate in 400 ml. of anhydrous benzene are added 11.4 g. of potassium carbonate and 8.0 ml. of chloroacetyl chloride. The resulting mixture is refluxed with stirring for 30 minutes, and then cooled. The resulting precipitate is collected by filtration, and partitioned between saturated aqueous sodium hydrogen carbonate solution and chloroform. The chloroform layer is separated, washed with water, dried over sodium sulfate,...